This data is from the Open Reaction Database (ORD), a public repository of structured organic reaction records. The task is: describe an organic reaction: reactants, conditions, products, and yield Starting materials: N\C(=N/NC(=O)C1CCN(CC1)C(=O)OC(C)(C)C)\C1=NC=CC=C1 (Tert-butyl 4-({(2Z)-2-[amino(pyridin-2-yl)methylidene]hydrazinyl}carbonyl)piperidine-1-carboxylate). Run in C(C)O (Ethanol), C(C)O (ethanol). Conditions: temperature 150 celsius. Yields the product N1=C(C=CC=C1)C1=NC(=NN1)C1CCN(CC1)C(=O)OC(C)(C)C (tert-butyl 4-[5-(pyridin-2-yl)-1H-1,2,4-triazol-3-yl]piperidine-1-carboxylate). Reaction SMILES: [NH2:1]/[C:2](/[C:20]1[CH:25]=[CH:24][CH:23]=[CH:22][N:21]=1)=[N:3]\[NH:4][C:5]([CH:7]1[CH2:12][CH2:11][N:10]([C:13]([O:15][C:16]([CH3:19])([CH3:18])[CH3:17])=[O:14])[CH2:9][CH2:8]1)=O>C(O)C>[N:21]1[CH:22]=[CH:23][CH:24]=[CH:25][C:20]=1[C:2]1[NH:3][N:4]=[C:5]([CH:7]2[CH2:12][CH2:11][N:10]([C:13]([O:15][C:16]([CH3:19])([CH3:18])[CH3:17])=[O:14])[CH2:9][CH2:8]2)[N:1]=1. Reported procedure: Tert-butyl 4-({(2Z)-2-[amino(pyridin-2-yl)methylidene]hydrazinyl}carbonyl)piperidine-1-carboxylate 45 g (129 mM) obtained in step II is melted at 220° C. under nitrogen atmosphere for 1 hr. Reaction is then cooled to 150° C. and added ethanol till solid get dissolved. Ethanol is then evapourated to get desired compound. Reactants: Fc1ccc2[nH]c3c(Br)cnc(Cl)c3c2c1, CO, CN. Product: CNc1ncc(Br)c2[nH]c3ccc(F)cc3c12. Reaction SMILES: [Br:1][c:2]1[cH:3][n:4][c:5]([Cl:16])[c:6]2[c:7]1[nH:8][c:9]1[cH:10][cH:11][c:12]([F:15])[cH:13][c:14]21.[CH3:17][OH:18].[CH3:19][NH2:20]>>[Br:1][c:2]1[cH:3][n:4][c:5]([NH:20][CH3:19])[c:6]2[c:7]1[nH:8][c:9]1[cH:10][cH:11][c:12]([F:15])[cH:13][c:14]21. Reactants: BrC=1C=NN2C1N=CC(=C2)C(F)(F)F (3-Bromo-6-(trifluoromethyl)pyrazolo[1,5-a]pyrimidine), COC(=O)C=1SC(=C(C1)B1OC(C(O1)(C)C)(C)C)C (methyl-5-methyl-4-(4,4,5,5,-tetramethyl-1,3,2-dioxaborolan-2-yl)-thiophene-2-carboxylate), C([O-])([O-])=O.[Na+].[Na+] (sodium carbonate). Reagents/catalysts: C=1C=CC(=CC1)[P](C=2C=CC=CC2)(C=3C=CC=CC3)[Pd]([P](C=4C=CC=CC4)(C=5C=CC=CC5)C=6C=CC=CC6)([P](C=7C=CC=CC7)(C=8C=CC=CC8)C=9C=CC=CC9)[P](C=1C=CC=CC1)(C=1C=CC=CC1)C=1C=CC=CC1 (Pd(PPh3)4). The solvent is O1CCOCC1 (1,4-dioxane). Conditions: temperature 85 celsius. The product is COC(=O)C=1SC(=C(C1)C=1C=NN2C1N=CC(=C2)C(F)(F)F)C (Methyl-5-methyl-4-[6-(trifluoromethyl)pyrazolo[1,5-a]pyrimidin-3-yl]thiophene-2-carboxylate). Isolated yield 46.8%. Reaction SMILES: Br[C:2]1[CH:3]=[N:4][N:5]2[CH:10]=[C:9]([C:11]([F:14])([F:13])[F:12])[CH:8]=[N:7][C:6]=12.[CH3:15][O:16][C:17]([C:19]1[S:20][C:21]([CH3:33])=[C:22](B2OC(C)(C)C(C)(C)O2)[CH:23]=1)=[O:18].C(=O)([O-])[O-].[Na+].[Na+]>C1C=CC([P]([Pd]([P](C2C=CC=CC=2)(C2C=CC=CC=2)C2C=CC=CC=2)([P](C2C=CC=CC=2)(C2C=CC=CC=2)C2C=CC=CC=2)[P](C2C=CC=CC=2)(C2C=CC=CC=2)C2C=CC=CC=2)(C2C=CC=CC=2)C2C=CC=CC=2)=CC=1.O1CCOCC1>[CH3:15][O:16][C:17]([C:19]1[S:20][C:21]([CH3:33])=[C:22]([C:2]2[CH:3]=[N:4][N:5]3[CH:10]=[C:9]([C:11]([F:14])([F:13])[F:12])[CH:8]=[N:7][C:6]=23)[CH:23]=1)=[O:18] |f:2.3.4,^1:43,45,64,83|. Procedure details: 3-Bromo-6-(trifluoromethyl)pyrazolo[1,5-a]pyrimidine (200 mg, 0.752 mmol), methyl-5-methyl-4-(4,4,5,5,-tetramethyl-1,3,2-dioxaborolan-2-yl)-thiophene-2-carboxylate (297 mg, 1.05 mmol), Pd(PPh3)4 (43.4 mg, 0.038 mmol), and 2 M sodium carbonate (aq) (750 μL, 1.50 mmol) were placed in a sealed tube. 1,4-dioxane (3.75 mL) was added and the reaction purged with N2 for 5 min. The reaction was heated to 85° C. for 7 h. After consumption of starting material, the reaction was cooled to room temperature,... Starting materials: COC1=C(C(=CC=C1)C=C[N+](=O)[O-])O (2-methoxy-6-(2-nitrovinyl)phenol), C(C)(=O)[O-].[Na+] (sodium acetate), ice water. Solvent: C(C)O (ethanol), C(C)(=O)OC(C)=O (acetic anhydride). Product: C(C)(=O)OC1=C(C=CC=C1C=C[N+](=O)[O-])OC (2-Methoxy-6-(2-nitrovinyl)phenyl Acetate). As a reaction SMILES: [CH3:1][O:2][C:3]1[CH:8]=[CH:7][CH:6]=[C:5]([CH:9]=[CH:10][N+:11]([O-:13])=[O:12])[C:4]=1[OH:14].[C:15]([O-])(=[O:17])[CH3:16].[Na+]>C(OC(=O)C)(=O)C.C(O)C>[C:15]([O:14][C:4]1[C:5]([CH:9]=[CH:10][N+:11]([O-:13])=[O:12])=[CH:6][CH:7]=[CH:8][C:3]=1[O:2][CH3:1])(=[O:17])[CH3:16] |f:1.2|. Procedure: A mixture of 2-methoxy-6-(2-nitrovinyl)phenol (29.0 grams, 0.15 mole) and sodium acetate (12.4 grams, 0.15 mole) in acetic anhydride (100 ml.) was refluxed for four hours and then poured into ice water. The resulting semi-solid precipitate was dissolved in hot 95% ethanol. Cooling the solution precipitated the crude product which was purified for analysis by chromatography on silica gel with methylene chloride as elutant. The purified 2-methoxy-6-(2-nitrovinyl)phenyl acetate melted at 128° C.-12... The reactants are C1CCOC1, C[Si](C)(C)[N-][Si](C)(C)C, CCC(C(=O)OC(C)(C)C)N1C(=O)CCC(c2cccc(Cl)c2)C1c1ccc(Cl)cc1, CI, [Li+]. Product: CCC(C(=O)OC(C)(C)C)N1C(=O)C(C)CC(c2cccc(Cl)c2)C1c1ccc(Cl)cc1. As a reaction SMILES: [CH2:44]1[O:45][CH2:46][CH2:47][CH2:48]1.[CH3:34][Si:35]([N-:36][Si:37]([CH3:38])([CH3:39])[CH3:40])([CH3:41])[CH3:42].[Cl:1][c:2]1[cH:3][c:4]([CH:8]2[CH:9]([c:25]3[cH:26][cH:27][c:28]([Cl:31])[cH:29][cH:30]3)[N:10]([CH:15]([C:16](=[O:17])[O:18][C:19]([CH3:20])([CH3:21])[CH3:22])[CH2:23][CH3:24])[C:11](=[O:14])[CH2:12][CH2:13]2)[cH:5][cH:6][cH:7]1.[I:32][CH3:33].[Li+:43]>>[Cl:1][c:2]1[cH:3][c:4]([CH:8]2[CH:9]([c:25]3[cH:26][cH:27][c:28]([Cl:31])[cH:29][cH:30]3)[N:10]([CH:15]([C:16](=[O:17])[O:18][C:19]([CH3:20])([CH3:21])[CH3:22])[CH2:23][CH3:24])[C:11](=[O:14])[CH:12]([CH3:34])[CH2:13]2)[cH:5][cH:6][cH:7]1.